From a dataset of the Open Reaction Database (ORD), a public repository of structured organic reaction records. describe an organic reaction: reactants, conditions, products, and yield Starting materials: C1CCOC1, CN(C)CCN(C)C, CC(C)[N-]C(C)C, CCOC(=O)Cl, [Li+], O=S(=O)(c1ccccc1)n1ccc2c(Cl)nccc21. Product: CCOC(=O)c1cc2c(Cl)nccc2n1S(=O)(=O)c1ccccc1. RXN SMILES: [CH2:42]1[O:43][CH2:44][CH2:45][CH2:46]1.[CH3:9][N:10]([CH3:11])[CH2:12][CH2:13][N:14]([CH3:15])[CH3:16].[CH:1]([N-:2][CH:3]([CH3:4])[CH3:5])([CH3:6])[CH3:7].[Cl:36][C:37](=[O:38])[O:39][CH2:40][CH3:41].[Li+:8].[c:17]1([S:23](=[O:24])(=[O:25])[n:26]2[cH:27][cH:28][c:29]3[c:30]([Cl:35])[n:31][cH:32][cH:33][c:34]23)[cH:18][cH:19][cH:20][cH:21][cH:22]1>>[c:17]1([S:23](=[O:24])(=[O:25])[n:26]2[c:27]([C:37](=[O:38])[O:39][CH2:40][CH3:41])[cH:28][c:29]3[c:30]([Cl:35])[n:31][cH:32][cH:33][c:34]23)[cH:18][cH:19][cH:20][cH:21][cH:22]1. The reactants are BrC1=CC=C(C=C1)[C@H](C)N1C(O[C@@](CCC1)(C1=CC=CC=C1)CC(=C)C)=O ((R)-3-((S)-1-(4-bromophenyl)ethyl)-7-(2-methylallyl)-7-phenyl-1,3-oxazepan-2-one), COC1=NC=CC(=C1)B1OC(C(O1)(C)C)(C)C (2-methoxy-4-(4,4,5,5-tetramethyl-1,3,2-dioxaborolan-2-yl)pyridine). The reagents and catalysts are C1=CC=C(C=C1)P([C-]2C=CC=C2)C3=CC=CC=C3.C1=CC=C(C=C1)P([C-]2C=CC=C2)C3=CC=CC=C3.Cl[Pd]Cl.[Fe+2] (PdCl2(dppf)). The product is COC1=NC=CC(=C1)C1=CC=C(C=C1)[C@H](C)N1C(O[C@@](CCC1)(C1=CC=CC=C1)CC(=C)C)=O ((R)-3-((S)-1-(4-(2-methoxypyridin-4-yl)phenyl)ethyl)-7-(2-methylallyl)-7-phenyl-1,3-oxazepan-2-one). RXN SMILES: Br[C:2]1[CH:7]=[CH:6][C:5]([C@@H:8]([N:10]2[CH2:16][CH2:15][CH2:14][C@@:13]([CH2:23][C:24]([CH3:26])=[CH2:25])([C:17]3[CH:22]=[CH:21][CH:20]=[CH:19][CH:18]=3)[O:12][C:11]2=[O:27])[CH3:9])=[CH:4][CH:3]=1.[CH3:28][O:29][C:30]1[CH:35]=[C:34](B2OC(C)(C)C(C)(C)O2)[CH:33]=[CH:32][N:31]=1>C1C=CC(P(C2C=CC=CC=2)[C-]2C=CC=C2)=CC=1.C1C=CC(P(C2C=CC=CC=2)[C-]2C=CC=C2)=CC=1.Cl[Pd]Cl.[Fe+2]>[CH3:28][O:29][C:30]1[CH:35]=[C:34]([C:2]2[CH:3]=[CH:4][C:5]([C@@H:8]([N:10]3[CH2:16][CH2:15][CH2:14][C@@:13]([CH2:23][C:24]([CH3:26])=[CH2:25])([C:17]4[CH:18]=[CH:19][CH:20]=[CH:21][CH:22]=4)[O:12][C:11]3=[O:27])[CH3:9])=[CH:6][CH:7]=2)[CH:33]=[CH:32][N:31]=1 |f:2.3.4.5|. Procedure: (R)-3-((S)-1-(4-(2-methoxypyridin-4-yl)phenyl)ethyl)-7-(2-methylallyl)-7-phenyl-1,3-oxazepan-2-one was prepared from (R)-3-((S)-1-(4-bromophenyl)ethyl)-7-(2-methylallyl)-7-phenyl-1,3-oxazepan-2-one and 2-methoxy-4-(4,4,5,5-tetramethyl-1,3,2-dioxaborolan-2-yl)pyridine following conditions analogous to those described in Example 6 using PdCl2(dppf) as catalyst. tR=2.28 min, m/z 457 (M+1). 1H NMR (CD3OD) δ 8.13 (m, 2H), 7.83 (d, 1H), 7.71 (d, 2H), 7.49 (t, 3H), 7.33 (t, 2H), 7.24 (m, 2H), 7.06 (d, ... The reactants are Cl, [K+], O=N[O-], Nc1cc(C(=O)O)ccc1Cl, [Na+], Cl[Ni]Cl, CCOC(=S)[S-], O. The product is O=C(O)c1ccc(Cl)c(S)c1. RXN SMILES: [ClH:12].[K+:23].[N:13]([O-:14])=[O:15].[NH2:1][c:2]1[cH:3][c:4]([C:5](=[O:6])[OH:7])[cH:8][cH:9][c:10]1[Cl:11].[Na+:16].[Ni:25]([Cl:26])[Cl:27].[O:17]([CH2:18][CH3:20])[C:21](=[S:19])[S-:22].[OH2:24]>>[c:2]1([SH:19])[cH:3][c:4]([C:5](=[O:6])[OH:7])[cH:8][cH:9][c:10]1[Cl:11]. The reactants are C(O)([O-])=O.[Na+] (sodium hydrogen carbonate), COC(/C(=C/COCC1=CC=C(C=C1)OC)/C)OC (1-({[(2E)-4,4-dimethoxy-3-methylbut-2-en-1-yl]oxy}methyl)-4-methoxybenzene), Cl (hydrochloric acid), Cl (hydrochloric acid). The solvent is C(C)#N (acetonitrile). Reaction conditions: time 1 hour. Yields the product COC1=CC=C(COC/C=C(/C=O)\C)C=C1 ((2E)-4-[(4-methoxybenzyl)oxy]-2-methylbut-2-enal). The yield is 120.9%. RXN SMILES: C[O:2][CH:3](OC)/[C:4](/[CH3:17])=[CH:5]/[CH2:6][O:7][CH2:8][C:9]1[CH:14]=[CH:13][C:12]([O:15][CH3:16])=[CH:11][CH:10]=1.Cl.C(=O)([O-])O.[Na+]>C(#N)C>[CH3:16][O:15][C:12]1[CH:11]=[CH:10][C:9]([CH2:8][O:7][CH2:6]/[CH:5]=[C:4](\[CH3:17])/[CH:3]=[O:2])=[CH:14][CH:13]=1 |f:2.3|. Procedure details: 1-({[(2E)-4,4-dimethoxy-3-methylbut-2-en-1-yl]oxy}methyl)-4-methoxybenzene (1.52 g, 5.71 mmol) was dissolved in acetonitrile (16.0 ml), followed by addition of 1N hydrochloric acid (4.00 ml) and the reaction solution was stirred at room temperature for one hour. Subsequently, 2N hydrochloric acid (4.00 ml) to the reaction solution was added and it was further stirred for four hours. The reaction solution was poured into a saturated aqueous solution of sodium hydrogen carbonate, which was then ex...